describe an organic reaction: reactants, conditions, products, and yield From a dataset of the Open Reaction Database (ORD), a public repository of structured organic reaction records. Reactants: CN(C)C=O, [Cl-], Cn1c(C(F)(F)F)cc(=O)n(-c2cc(F)c([N+](=O)[O-])cc2F)c1=O, [H-], [NH4+], [Na+], COC(=O)COc1ncncc1O. Yields the product COC(=O)COc1ncncc1Oc1cc(-n2c(=O)cc(C(F)(F)F)n(C)c2=O)c(F)cc1[N+](=O)[O-]. Reaction SMILES: [CH3:42][N:43]([CH3:44])[CH:45]=[O:46].[Cl-:40].[F:16][c:17]1[c:18]([N+:37](=[O:38])[O-:39])[cH:19][c:20]([F:36])[c:21](-[n:23]2[c:24](=[O:35])[n:25]([CH3:34])[c:26]([C:30]([F:31])([F:32])[F:33])[cH:27][c:28]2=[O:29])[cH:22]1.[H-:1].[NH4+:41].[Na+:2].[OH:3][c:4]1[c:5]([O:10][CH2:11][C:12](=[O:13])[O:14][CH3:15])[n:6][cH:7][n:8][cH:9]1>>[O:3]([c:4]1[c:5]([O:10][CH2:11][C:12](=[O:13])[O:14][CH3:15])[n:6][cH:7][n:8][cH:9]1)[c:17]1[c:18]([N+:37](=[O:38])[O-:39])[cH:19][c:20]([F:36])[c:21](-[n:23]2[c:24](=[O:35])[n:25]([CH3:34])[c:26]([C:30]([F:31])([F:32])[F:33])[cH:27][c:28]2=[O:29])[cH:22]1.